From a dataset of the Open Reaction Database (ORD), a public repository of structured organic reaction records. describe an organic reaction: reactants, conditions, products, and yield Reactants: COc1ccc(CC(C(=O)NO)C(=O)NC(CC(C)C)C(=O)OC(C)(C)C)cc1, O=C(O)C(F)(F)F. Yields the product COc1ccc(CC(C(=O)NO)C(=O)NC(CC(C)C)C(=O)O)cc1. Reaction SMILES: [C:1]([CH3:2])([CH3:3])([CH3:4])[O:5][C:6]([CH:7]([NH:8][C:9]([CH:10]([CH2:11][c:12]1[cH:13][cH:14][c:15]([O:18][CH3:19])[cH:16][cH:17]1)[C:20]([NH:21][OH:22])=[O:23])=[O:24])[CH2:25][CH:26]([CH3:27])[CH3:28])=[O:29].[F:30][C:31]([F:32])([F:33])[C:34]([OH:35])=[O:36]>>[O:5]=[C:6]([CH:7]([NH:8][C:9]([CH:10]([CH2:11][c:12]1[cH:13][cH:14][c:15]([O:18][CH3:19])[cH:16][cH:17]1)[C:20]([NH:21][OH:22])=[O:23])=[O:24])[CH2:25][CH:26]([CH3:27])[CH3:28])[OH:29]. Yield: 99.5%. Procedure: To a mixture of No. 5214357, a mixture of sodium and potassium (E)-(2S,3S)-3-[(S)-2-(4-but-2-ynyloxy-phenyl)-1-methoxycarbonyl-ethylcarbamoyl]-2-hydroxy-2-(2-hydroxy-ethyl)-12-oxo-nonadec-4-enoate (100 mg, 0.147 mmol) and methanol (5 mL) was added NaBH4 (5.5 mg, 0.146 mmol) at room temperature. After stirring for 1.5 hours, NaBH4 (5.5 mg, 0.146 mmol) was added again. After stirring for 30 minutes, the consumption of the starting materials was confirmed by LCMS. Water was added and the mixture wa... Conditions: time 1.5 hour. The solvent is CO (methanol). RXN SMILES: [Na].[CH2:2]([O:6][C:7]1[CH:12]=[CH:11][C:10]([CH2:13][C@H:14]([NH:19][C:20]([C@@H:22](/[CH:31]=[CH:32]/[CH2:33][CH2:34][CH2:35][CH2:36][CH2:37][CH2:38][C:39](=[O:47])[CH2:40][CH2:41][CH2:42][CH2:43][CH2:44][CH2:45][CH3:46])[C@@:23]([OH:30])([CH2:27][CH2:28][OH:29])[C:24]([O-:26])=[O:25])=[O:21])[C:15]([O:17][CH3:18])=[O:16])=[CH:9][CH:8]=1)[C:3]#[C:4][CH3:5].[K+:48].[BH4-].[Na+]>CO>[CH2:2]([O:6][C:7]1[CH:12]=[CH:11][C:10]([CH2:13][C@H:14]([NH:19][C:20]([C@@H:22](/[CH:31]=[CH:32]/[CH2:33][CH2:34][CH2:35][CH2:36][CH2:37][CH2:38][CH:39]([OH:47])[CH2:40][CH2:41][CH2:42][CH2:43][CH2:44][CH2:45][CH3:46])[C@@:23]([OH:30])([CH2:27][CH2:28][OH:29])[C:24]([O-:26])=[O:25])=[O:21])[C:15]([O:17][CH3:18])=[O:16])=[CH:9][CH:8]=1)[C:3]#[C:4][CH3:5].[K+:48] |f:1.2,3.4,6.7,^1:0|. The reactants are [BH4-].[Na+] (NaBH4), [Na] (sodium), C(C#CC)OC1=CC=C(C=C1)C[C@@H](C(=O)OC)NC(=O)[C@H]([C@](C(=O)[O-])(CCO)O)\C=C\CCCCCCC(CCCCCCC)=O.[K+] (potassium (E)-(2S,3S)-3-[(S)-2-(4-but-2-ynyloxy-phenyl)-1-methoxycarbonyl-ethylcarbamoyl]-2-hydroxy-2-(2-hydroxy-ethyl)-12-oxo-nonadec-4-enoate), [BH4-].[Na+] (NaBH4). The product is C(C#CC)OC1=CC=C(C=C1)C[C@@H](C(=O)OC)NC(=O)[C@H]([C@](C(=O)[O-])(CCO)O)\C=C\CCCCCCC(CCCCCCC)O.[K+] (Potassium (E)-(2S,3S)-3-[(S)-2-(4-but-2-ynyloxy-phenyl)-1-methoxycarbonyl-ethylcarbamoyl]-2, 12-dihydroxy-2-(2-hydroxy-ethyl)-nonadec-4-enoate). Starting materials: OC1=C(CC=2C(=C3C=CC(=CC3=CC2)O)C(C2=CC=C(C=C2)OCCN2CCCCC2)O)C=CC=C1 (6-(2-hydroxy-benzyl)-5-{hydroxy-[4-(2-piperidin-1-yl-ethoxy)-phenyl]-methyl}-naphthalen-2-ol). Run in Cl (HCl), C(Cl)Cl (CH2Cl2). Conditions: time 2 hour. Product: N1(CCCCC1)CCOC1=CC=C(C=C1)C1OC2=C(CC3=C1C=1C=CC(=CC1C=C3)O)C=CC=C2 (13-[4-(2-piperidin-1-yl-ethoxy)-phenyl]-7,13-dihydro-12-oxa-benzo[4,5]cyclohepta[1,2-a]naphthalen-3-ol). Isolated yield 54.3%. Reaction SMILES: O[C:2]1[CH:36]=[CH:35][CH:34]=[CH:33][C:3]=1[CH2:4][C:5]1[C:6]([CH:16]([OH:32])[C:17]2[CH:22]=[CH:21][C:20]([O:23][CH2:24][CH2:25][N:26]3[CH2:31][CH2:30][CH2:29][CH2:28][CH2:27]3)=[CH:19][CH:18]=2)=[C:7]2[C:12](=[CH:13][CH:14]=1)[CH:11]=[C:10]([OH:15])[CH:9]=[CH:8]2>Cl.C(Cl)Cl>[N:26]1([CH2:25][CH2:24][O:23][C:20]2[CH:21]=[CH:22][C:17]([CH:16]3[C:6]4[C:7]5[CH:8]=[CH:9][C:10]([OH:15])=[CH:11][C:12]=5[CH:13]=[CH:14][C:5]=4[CH2:4][C:3]4[CH:2]=[CH:36][CH:35]=[CH:34][C:33]=4[O:32]3)=[CH:18][CH:19]=2)[CH2:31][CH2:30][CH2:29][CH2:28][CH2:27]1. Reported procedure: Dissolve 6-(2-hydroxy-benzyl)-5-{hydroxy-[4-(2-piperidin-1-yl-ethoxy)-phenyl]-methyl}-naphthalen-2-ol (80 mg, 0.17 mmol) in HCl solution (20% 1M aq. HCl in THF). Stir at r.t. for 2 h and warm gently for 10 min. Dilute with CH2Cl2, wash with sat. NaHCO3, water and brine, dry over MgSO4, filter and concentrate. Purify the crude product by flash chromatography (0–5% (2M NH3 in MeOH)/CH2Cl2) to afford 13-[4-(2-piperidin-1-yl-ethoxy)-phenyl]-7,13-dihydro-12-oxa-benzo[4,5]cyclohepta[1,2-a]naphthalen-3... The reactants are CS(=O)(=O)OCC1CCOCC1, CC1(C)C(C(=O)c2c[nH]c3ccc(Cl)cc23)C1(C)C, [H-], [Na+], CN(C)C=O. Yields the product CC1(C)C(C(=O)c2cn(CC3CCOCC3)c3ccc(Cl)cc23)C1(C)C. Reaction SMILES: [CH3:20][S:21]([O:22][CH2:25][CH:26]1[CH2:27][CH2:28][O:29][CH2:30][CH2:31]1)(=[O:23])=[O:24].[Cl:1][c:2]1[cH:3][c:4]2[c:5]([C:11](=[O:12])[CH:13]3[C:14]([CH3:18])([CH3:19])[C:15]3([CH3:16])[CH3:17])[cH:6][nH:7][c:8]2[cH:9][cH:10]1.[H-:33].[Na+:32].[O:34]=[CH:35][N:36]([CH3:37])[CH3:38]>>[Cl:1][c:2]1[cH:3][c:4]2[c:5]([C:11](=[O:12])[CH:13]3[C:14]([CH3:18])([CH3:19])[C:15]3([CH3:16])[CH3:17])[cH:6][n:7]([CH2:25][CH:26]3[CH2:27][CH2:28][O:29][CH2:30][CH2:31]3)[c:8]2[cH:9][cH:10]1. The reactants are CS(C)=O, ClC(Cl)Cl, Cl, O=[N+]([O-])c1ccc(F)c(F)c1F, [K+], [OH-], O. The product is O=[N+]([O-])c1ccc(F)c(F)c1O. As a reaction SMILES: [CH3:16][S:17](=[O:18])[CH3:19].[CH:21]([Cl:22])([Cl:23])[Cl:24].[ClH:15].[F:1][c:2]1[c:3]([N+:10](=[O:11])[O-:12])[cH:4][cH:5][c:6]([F:9])[c:7]1[F:8].[K+:14].[OH-:13].[OH2:20]>>[c:2]1([OH:13])[c:3]([N+:10](=[O:11])[O-:12])[cH:4][cH:5][c:6]([F:9])[c:7]1[F:8]. The reactants are [H-].[Na+] (sodium hydride), BrC1=CC=C(CBr)C=C1 (4-bromobenzylbromide), O (water), C(C)(C)(C)OC(=O)N1CCC2(CCNC2=O)CC1 (1-oxo-2,8-diaza-spiro[4.5]decane-8-carboxylic acid tert-butyl ester). The solvent is CN(C)C=O (DMF), CN(C)C=O (DMF), CN(C)C=O (DMF). Run at time 1 hour. Product: C(C)(C)(C)OC(=O)N1CCC2(CCN(C2=O)CC2=CC=C(C=C2)Br)CC1 (2-(4-bromobenzyl)-1-oxo-2,8-diaza-spiro[4.5]decane-8-carboxylic acid tert-butyl ester). The yield is 111.6%. As a reaction SMILES: [H-].[Na+].[C:3]([O:7][C:8]([N:10]1[CH2:20][CH2:19][C:13]2([C:17](=[O:18])[NH:16][CH2:15][CH2:14]2)[CH2:12][CH2:11]1)=[O:9])([CH3:6])([CH3:5])[CH3:4].[Br:21][C:22]1[CH:29]=[CH:28][C:25]([CH2:26]Br)=[CH:24][CH:23]=1.O>CN(C=O)C>[C:3]([O:7][C:8]([N:10]1[CH2:11][CH2:12][C:13]2([C:17](=[O:18])[N:16]([CH2:26][C:25]3[CH:28]=[CH:29][C:22]([Br:21])=[CH:23][CH:24]=3)[CH2:15][CH2:14]2)[CH2:19][CH2:20]1)=[O:9])([CH3:6])([CH3:4])[CH3:5] |f:0.1|. Procedure details: Introduce 600 mg (14.7 mmol) of sodium hydride (60% suspension in mineral oil) in a 500 mL round bottom flask under nitrogen before adding successively 20 mL of anhydrous DMF and 2.5 g (9.8 mmol) of 1-oxo-2,8-diaza-spiro[4.5]decane-8-carboxylic acid tert-butyl ester previously dissolved in 20 mL of anhydrous DMF. After agitating one hour at room temperature, 2.5 g (9.8 mmol) of 4-bromobenzylbromide diluted in 20 mL of anhydrous DMF were added and the reaction mixture was agitated an additional h... Product: C(=O)O.C(C)(C)(C)C=1C=C(N(N1)C1=CC(=CC=C1)OCCN(C)C)NC(=O)N[C@H]1CC[C@H](C2=CC=CC=C12)OC=1C=CC=2N(C1)C(=NN2)N2[C@H](COCC2)C (1-{5-tert-Butyl-2-[3-(2-dimethylamino-ethoxy)-phenyl]-2H-pyrazol-3-yl}-3-{(1S,4R)-4-[3-((S)-3-methyl-morpholin-4-yl)-[1,2,4]triazolo[4,3-a]pyridin-6-yloxy]-1,2,3,4-tetrahydro-naphthalen-1-yl}-urea formate salt). Reaction SMILES: [C:1]([C:5]1[CH:9]=[C:8]([NH:10][C:11]([NH:13][C@@H:14]2[C:23]3[C:18](=[CH:19][CH:20]=[CH:21][CH:22]=3)[C@H:17]([O:24][C:25]3[CH:26]=[CH:27][C:28]4[N:29]([C:31]([N:34]5[CH2:39][CH2:38][O:37][CH2:36][C@@H:35]5[CH3:40])=[N:32][N:33]=4)[CH:30]=3)[CH2:16][CH2:15]2)=[O:12])[N:7]([C:41]2[CH:42]=[C:43]([CH:52]=[CH:53][CH:54]=2)[O:44][CH2:45][CH2:46][O:47]S(C)(=O)=O)[N:6]=1)([CH3:4])([CH3:3])[CH3:2].[CH3:55][NH:56][CH3:57].C1C[O:61]CC1>>[CH:46]([OH:47])=[O:61].[C:1]([C:5]1[CH:9]=[C:8]([NH:10][C:11]([NH:13][C@@H:14]2[C:23]3[C:18](=[CH:19][CH:20]=[CH:21][CH:22]=3)[C@H:17]([O:24][C:25]3[CH:26]=[CH:27][C:28]4[N:29]([C:31]([N:34]5[CH2:39][CH2:38][O:37][CH2:36][C@@H:35]5[CH3:40])=[N:32][N:33]=4)[CH:30]=3)[CH2:16][CH2:15]2)=[O:12])[N:7]([C:41]2[CH:54]=[CH:53][CH:52]=[C:43]([O:44][CH2:45][CH2:46][N:56]([CH3:57])[CH3:55])[CH:42]=2)[N:6]=1)([CH3:3])([CH3:2])[CH3:4] |f:3.4|. The yield is 34.0%. Procedure details: To a solution of Intermediate 141c (0.19 mmol) in THF (2.0 mL) was added dimethylamine (2M in MeOH, 1.9 mL, 3.8 mmol) and the reaction was heated to 50° C. in a sealed tube overnight. The crude reaction mixture was partitioned between EtOAc and water. The aqueous phase was extracted with EtOAc (×3) and the combined organic layers were washed with brine, dried (MgSO4) and concentrated in vacuo. The resulting residue was purified by FCC on silica, using a gradient of 0-10% [2M NH3 in MeOH] in DCM,... Starting materials: C(C)(C)(C)C1=NN(C(=C1)NC(=O)N[C@H]1CC[C@H](C2=CC=CC=C12)OC=1C=CC=2N(C1)C(=NN2)N2[C@H](COCC2)C)C=2C=C(OCCOS(=O)(=O)C)C=CC2 (Methanesulfonic acid 2-{3-[3-tert-butyl-5-(3-{(1S,4R)-4-[3-((S)-3-methyl-morpholin-4-yl)-[1,2,4]triazolo[4,3-a]pyridin-6-yloxy]-1,2,3,4-tetrahydro-naphthalen-1-yl}-ureido)-pyrazol-1-yl]-phenoxy}-ethyl ester), CNC (dimethylamine), C1CCOC1 (THF). Conditions: temperature 50 celsius. The reactants are BrC=1C=NC=C(C1)F (3-bromo-5-fluoropyridine), OC=1C=NC=CC1 (3-hydroxypyridine), C([O-])([O-])=O.[K+].[K+] (potassium carbonate). Run in CN(C)C=O (DMF), [Li+].[Cl-] (LiCl). Run at temperature 200 celsius. Product: BrC=1C=NC=C(C1)OC=1C=NC=CC1 (3-bromo-5-(pyridin-3-yloxy)pyridine). Yield: 93.7%. RXN SMILES: [Br:1][C:2]1[CH:3]=[N:4][CH:5]=[C:6](F)[CH:7]=1.[OH:9][C:10]1[CH:11]=[N:12][CH:13]=[CH:14][CH:15]=1.C(=O)([O-])[O-].[K+].[K+]>CN(C=O)C.[Li+].[Cl-]>[Br:1][C:2]1[CH:3]=[N:4][CH:5]=[C:6]([O:9][C:10]2[CH:11]=[N:12][CH:13]=[CH:14][CH:15]=2)[CH:7]=1 |f:2.3.4,6.7|. Procedure details: A mixture of 3-bromo-5-fluoropyridine (1.5 g, 8.5 mmol, 1.0 eq), 3-hydroxypyridine (970 mg, 10.2 mmol, 1.20 eq), and potassium carbonate (1.8 g, 13 mmol, 1.5 eq) in DMF (30 mL) was heated at 200° C. for 30 minutes in the microwave. The reaction mixture was diluted with 3M LiCl and extracted (3×) with CH2Cl2. The combined organics were dried (MgSO4), filtered, and concentrated in vacuo to give 2.0 g (94%) of the title compound as a brown liquid: 1H NMR (400 MHz, DMSO-d6) δ 8.54 (d, J=1.8 Hz, 1H),...